Dataset: the Open Reaction Database (ORD), a public repository of structured organic reaction records. Task: describe an organic reaction: reactants, conditions, products, and yield Reactants: FC1=C(C=CC=C1)C(C(=O)O)NC(=O)OC ((2-Fluoro-phenyl)-methoxycarbonylamino-acetic acid), C(C)NC(C(=O)O)C1=CC=CC=C1 (Ethylamino-phenyl-acetic acid). Reaction SMILES: F[C:2]1[CH:7]=[CH:6][CH:5]=[CH:4][C:3]=1[CH:8]([NH:12][C:13]([O:15][CH3:16])=[O:14])[C:9]([OH:11])=[O:10].[CH2:17](NC(C1C=CC=CC=1)C(O)=O)[CH3:18]>>[CH2:17]([N:12]([CH:8]([C:3]1[CH:4]=[CH:5][CH:6]=[CH:7][CH:2]=1)[C:9]([OH:11])=[O:10])[C:13]([O:15][CH3:16])=[O:14])[CH3:18]. Reported procedure: (Ethyl-methoxycarbonyl-amino)-phenyl-acetic acid was prepared using the procedure used to prepare (2-Fluoro-phenyl)-methoxycarbonylamino-acetic acid using Ethylamino-phenyl-acetic acid. LCMS-ESI+: calc'd for C12H15NO4: 237.10 (M+); Found: 238.03 (M+H+). The product is C(C)N(C(=O)OC)C(C(=O)O)C1=CC=CC=C1 ((Ethyl-methoxycarbonyl-amino)-phenyl-acetic acid).